Task: describe an organic reaction: reactants, conditions, products, and yield. Dataset: the Open Reaction Database (ORD), a public repository of structured organic reaction records Reactants: O=C1CCC=C1C\C=C/CCCC(=O)OC (7-(5-oxo-1-cyclopentenyl)-cis-5-heptenoic acid, methyl ester), C1(=CC=CC=C1)CCO (benzene-ethanol), [H][H] (hydrogen). Reagents/catalysts: [Rh]Cl.C1(=CC=CC=C1)P(C1=CC=CC=C1)C1=CC=CC=C1.C1(=CC=CC=C1)P(C1=CC=CC=C1)C1=CC=CC=C1.C1(=CC=CC=C1)P(C1=CC=CC=C1)C1=CC=CC=C1 (tris-(triphenylphosphine) rhodium (I) chloride). The product is O=C1CCCC1CCCCCCC(=O)OC (7-(5-Oxo-1-Cyclopentyl)Heptanoic Acid, Methyl Ester). As a reaction SMILES: [O:1]=[C:2]1[C:6]([CH2:7]/[CH:8]=[CH:9]\[CH2:10][CH2:11][CH2:12][C:13]([O:15][CH3:16])=[O:14])=[CH:5][CH2:4][CH2:3]1.C1(CCO)C=CC=CC=1.[H][H]>[Rh]Cl.C1(P(C2C=CC=CC=2)C2C=CC=CC=2)C=CC=CC=1.C1(P(C2C=CC=CC=2)C2C=CC=CC=2)C=CC=CC=1.C1(P(C2C=CC=CC=2)C2C=CC=CC=2)C=CC=CC=1>[O:1]=[C:2]1[CH:6]([CH2:7][CH2:8][CH2:9][CH2:10][CH2:11][CH2:12][C:13]([O:15][CH3:16])=[O:14])[CH2:5][CH2:4][CH2:3]1 |f:3.4.5.6|. Procedure details: A solution of 8.8 g. of 7-(5-oxo-1-cyclopentenyl)-cis-5-heptenoic acid, methyl ester and 6.6 g. of tris-(triphenylphosphine) rhodium (I) chloride in 800 ml. of 1:1 benzene-ethanol is hydrogenated at 25° and atmospheric pressure until 1 equivalent of hydrogen was absorbed. The solvents are evaporated and the resulting residue dissolved in 1:1 ethyl acetate-hexane and flushed through a silica column. The crude product is then rechromatographed on silica with 15% ethyl acetate in hexane to obtain 7... Reactants: ClC1=C2N=CN(C2=NC=N1)C1OCCCC1 (6-chloro-9-(tetrahydropyran-2-yl)-9H-purine), CCN(C(C)C)C(C)C (DIPEA), COC(=O)C1=C(C=CC=2N=C(N(C21)C2=CC=CC=C2)[C@H](C)NC(=O)OC(C)(C)C)F (2-((S)-1-tertbutoxycarbonylaminoethyl)-5-fluoro-3-phenyl-3H-benzoimidazole-4-carboxylic acid methyl ester), Cl (HCl). Run in C(CCC)O (n-butanol), CO (MeOH), O1CCOCC1 (dioxane). Reaction conditions: temperature 45 celsius. Yields the product COC(=O)C1=C(C=CC=2N=C(N(C21)C2=CC=CC=C2)[C@H](C)NC2=C1N=CN(C1=NC=N2)C2OCCCC2)F (5-Fluoro-3-phenyl-2-{(S)-1-[9-(tetrahydropyran-2-yl)-9H-purin-6-ylamino]ethyl}-3H-benzoimidazole-4-carboxylic acid methyl ester). Isolated yield 86.2%. RXN SMILES: [CH3:1][O:2][C:3]([C:5]1[C:13]2[N:12]([C:14]3[CH:19]=[CH:18][CH:17]=[CH:16][CH:15]=3)[C:11]([C@@H:20]([NH:22]C(OC(C)(C)C)=O)[CH3:21])=[N:10][C:9]=2[CH:8]=[CH:7][C:6]=1[F:30])=[O:4].Cl.Cl[C:33]1[N:41]=[CH:40][N:39]=[C:38]2[C:34]=1[N:35]=[CH:36][N:37]2[CH:42]1[CH2:47][CH2:46][CH2:45][CH2:44][O:43]1.CCN(C(C)C)C(C)C>CO.O1CCOCC1.C(O)CCC>[CH3:1][O:2][C:3]([C:5]1[C:13]2[N:12]([C:14]3[CH:15]=[CH:16][CH:17]=[CH:18][CH:19]=3)[C:11]([C@@H:20]([NH:22][C:33]3[N:41]=[CH:40][N:39]=[C:38]4[C:34]=3[N:35]=[CH:36][N:37]4[CH:42]3[CH2:47][CH2:46][CH2:45][CH2:44][O:43]3)[CH3:21])=[N:10][C:9]=2[CH:8]=[CH:7][C:6]=1[F:30])=[O:4]. Procedure details: To a solution of 2-((S)-1-tertbutoxycarbonylaminoethyl)-5-fluoro-3-phenyl-3H-benzoimidazole-4-carboxylic acid methyl ester (1.1 g, 2.7 mmol) in MeOH (20 mL) was added 4N HCl in dioxane (5 mL) and the reaction mixture was heated at 45° C. for 3 h. The volatiles were removed under reduced pressure and the resulting residue was treated with 6-chloro-9-(tetrahydropyran-2-yl)-9H-purine (825 mg, 3.46 mmol) and DIPEA (1.8 mL, 10.6 mmol) in n-butanol (10 mL). The reaction mixture was heated in a sealed ... The reactants are NCCNC(=O)C=1SC=CC1NC1=C2C(=NC=C1)NC=C2 (3-(1H-Pyrrolo[2,3-b]pyridin-4-ylamino)-thiophene-2-carboxylic acid (2-amino-ethyl)-amide), COC=1C=C(CN)C=C(C1)OC (3,5-dimethoxybenzylamine). Product: COC=1C=C(CNC(=O)C=2SC=CC2NC2=C3C(=NC=C2)NC=C3)C=C(C1)OC (3-(1H-Pyrrolo[2,3-b]pyridin-4-ylamino)-thiophene-2-carboxylic acid 3,5-dimethoxy-benzylamide). RXN SMILES: N[CH2:2][CH2:3][NH:4][C:5]([C:7]1[S:8][CH:9]=[CH:10][C:11]=1[NH:12][C:13]1[CH:18]=[CH:17][N:16]=[C:15]2[NH:19][CH:20]=[CH:21][C:14]=12)=[O:6].[CH3:22][O:23][C:24]1[CH:25]=C([CH:29]=[C:30]([O:32][CH3:33])[CH:31]=1)CN>>[CH3:22][O:23][C:24]1[CH:25]=[C:2]([CH:29]=[C:30]([O:32][CH3:33])[CH:31]=1)[CH2:3][NH:4][C:5]([C:7]1[S:8][CH:9]=[CH:10][C:11]=1[NH:12][C:13]1[CH:18]=[CH:17][N:16]=[C:15]2[NH:19][CH:20]=[CH:21][C:14]=12)=[O:6]. Procedure details: This compound was prepared in an analogous manner as 3-(1H-Pyrrolo[2,3-b]pyridin-4-ylamino)-thiophene-2-carboxylic acid (2-amino-ethyl)-amide using 3,5-dimethoxybenzylamine instead of tert-butyl-2-amino ethyl carbamate. LCMS (ESI) 409 (M+H) 1H NMR (400 MHz, DMSO-d6) δ ppm 11.53 (1H, br. s.) 10.30 (1H, s) 8.65 (1H, t, J=5.95 Hz) 8.03 (1H, d, J=5.42 Hz) 7.80 (1H, d, J=5.42 Hz) 7.50 (1H, d, J=5.42 Hz) 7.30 (1H, dd, J=3.32, 2.20 Hz) 6.84 (1H, d, J=5.47 Hz) 6.48 (2H, d, J=2.25 Hz) 6.42 (1H, dd, J=3.4... Starting materials: C(=O)([O-])[O-].[K+].[K+] (K2CO3), C(C)(C)(C)OC(=O)N[C@@H](C(CC(=O)OCC)=O)C ((R)-ethyl 4-((tert-butoxycarbonyl)amino)-3-oxopentanoate), C(C)(C)(C)OC(=O)NC(C)C=1NC(=CC1C(=O)OCC)C1=C2N=C(C(=NC2=CC=C1)C)NCC(F)(F)F (ethyl 2-(1-((tert-butoxycarbonyl)amino)ethyl)-5-(2-methyl-3-((2,2,2-trifluoroethyl)amino)quinoxalin-5-yl)-1H-pyrrole-3-carboxylate), BrCC(=O)C1=C2N=C(C(=NC2=CC=C1F)C)NC(C)(C)C (2-bromo-1-(3-(tert-butylamino)-6-fluoro-2-methylquinoxalin-5-yl)ethanone), NH4OAc. The solvent is CCO (EtOH), CC(=O)O (AcOH), CN(C)C=O (DMF). Yields the product compound, C(C)(C)(C)OC(=O)NC(C(C(C(=O)OCC)CC(=O)C1=C2N=C(C(=NC2=CC=C1F)C)NC(C)(C)C)=O)C (ethyl 4-((tert-butoxycarbonyl)amino)-2-(2-(3-(tert-butylamino)-6-fluoro-2-methylquinoxalin-5-yl)-2-oxoethyl)-3-oxopentanoate). Yield: 66.0%. RXN SMILES: C(OC(NC(C1NC(C2C=CC=C3C=2N=C(NCC(F)(F)F)C(C)=N3)=CC=1C(OCC)=O)C)=O)(C)(C)C.Br[CH2:39][C:40]([C:42]1[C:51]([F:52])=[CH:50][CH:49]=[C:48]2[C:43]=1[N:44]=[C:45]([NH:54][C:55]([CH3:58])([CH3:57])[CH3:56])[C:46]([CH3:53])=[N:47]2)=[O:41].[C:59]([O:63][C:64]([NH:66][C@H:67]([CH3:76])[C:68](=[O:75])[CH2:69][C:70]([O:72][CH2:73][CH3:74])=[O:71])=[O:65])([CH3:62])([CH3:61])[CH3:60].C([O-])([O-])=O.[K+].[K+]>CN(C=O)C.CCO.CC(O)=O>[C:59]([O:63][C:64]([NH:66][CH:67]([CH3:76])[C:68](=[O:75])[CH:69]([CH2:39][C:40]([C:42]1[C:51]([F:52])=[CH:50][CH:49]=[C:48]2[C:43]=1[N:44]=[C:45]([NH:54][C:55]([CH3:58])([CH3:57])[CH3:56])[C:46]([CH3:53])=[N:47]2)=[O:41])[C:70]([O:72][CH2:73][CH3:74])=[O:71])=[O:65])([CH3:61])([CH3:62])[CH3:60] |f:3.4.5|. Procedure details: This compound (245 mg, 46% yield) as a yellow foam was prepared according to the procedures described for 293b, using 2-bromo-1-(3-(tert-butylamino)-6-fluoro-2-methylquinoxalin-5-yl)ethanone (605) (366 mg, 1.03 mmol), (R)-ethyl 4-((tert-butoxycarbonyl)amino)-3-oxopentanoate (602) (322 mg, 1.24 mmol) and K2CO3 (357 mg, 2.58 mmol) in DMF (3.5 mL), followed by the subsequent treatment of the resulting ethyl 4-((tert-butoxycarbonyl)amino)-2-(2-(3-(tert-butylamino)-6-fluoro-2-methylquinoxalin-5-yl)-2... Run in C(C)N(CC)CC (triethylamine). Procedure: 0.72 g (2.97 mmol) of 2,4-Dichloro-3-nitroquinoline and 0.56 g (2.97 mmol) of N-(tert-butoxycarbonyl)-1,4-diaminobutane were heated in 12 ml of triethylamine at 70° C. and stirred for 1.5 hours. After the reaction mixture was concentrated under reduced pressure, the residue was dissolved in methylene chloride, washed with water, and dried (MgSO4). The solvent was distilled off under reduced pressure. The residue was triturated with n-hexane-diethyl ether (1:1 (v/v)) and collected by filtration t... RXN SMILES: [Cl:1][C:2]1[C:11]([N+:12]([O-:14])=[O:13])=[C:10](Cl)[C:9]2[C:4](=[CH:5][CH:6]=[CH:7][CH:8]=2)[N:3]=1.[C:16]([O:20][C:21]([NH:23][CH2:24][CH2:25][CH2:26][CH2:27][NH2:28])=[O:22])([CH3:19])([CH3:18])[CH3:17]>C(N(CC)CC)C>[C:16]([O:20][C:21]([NH:23][CH2:24][CH2:25][CH2:26][CH2:27][NH:28][C:10]1[C:9]2[C:4](=[CH:5][CH:6]=[CH:7][CH:8]=2)[N:3]=[C:2]([Cl:1])[C:11]=1[N+:12]([O-:14])=[O:13])=[O:22])([CH3:19])([CH3:18])[CH3:17]. Conditions: time 1.5 hour. Product: C(C)(C)(C)OC(=O)NCCCCNC1=C(C(=NC2=CC=CC=C12)Cl)[N+](=O)[O-] (4-[4-(tert-butoxycarbonylamino)butylamino]-2-chloro-3-nitroquinoline). Isolated yield 82.8%. The reactants are ClC1=NC2=CC=CC=C2C(=C1[N+](=O)[O-])Cl (2,4-Dichloro-3-nitroquinoline), C(C)(C)(C)OC(=O)NCCCCN (N-(tert-butoxycarbonyl)-1,4-diaminobutane). The reactants are CCO, [Cl-], CC(Nc1cncc(Cl)n1)c1cccc(NC(=O)c2cc([N+](=O)[O-])cc(C(F)(F)F)c2)c1, [In], [NH4+], O. Yields the product CC(Nc1cncc(Cl)n1)c1cccc(NC(=O)c2cc(N)cc(C(F)(F)F)c2)c1. As a reaction SMILES: [CH3:36][CH2:37][OH:38].[Cl-:33].[Cl:1][c:2]1[cH:3][n:4][cH:5][c:6]([NH:8][CH:9]([CH3:10])[c:11]2[cH:12][c:13]([NH:17][C:18]([c:19]3[cH:20][c:21]([N+:29]([O-:30])=[O:31])[cH:22][c:23]([C:25]([F:26])([F:27])[F:28])[cH:24]3)=[O:32])[cH:14][cH:15][cH:16]2)[n:7]1.[In:35].[NH4+:34].[OH2:39]>>[Cl:1][c:2]1[cH:3][n:4][cH:5][c:6]([NH:8][CH:9]([CH3:10])[c:11]2[cH:12][c:13]([NH:17][C:18]([c:19]3[cH:20][c:21]([NH2:29])[cH:22][c:23]([C:25]([F:26])([F:27])[F:28])[cH:24]3)=[O:32])[cH:14][cH:15][cH:16]2)[n:7]1. Reactants: CN(C(=O)OC(C)(C)C)C1CCN(c2ccc3nnc(C(F)(F)F)n3n2)CC1, ClCCl, O=C(O)C(F)(F)F. Yields the product CNC1CCN(c2ccc3nnc(C(F)(F)F)n3n2)CC1. RXN SMILES: [CH3:1][N:2]([C:3](=[O:4])[O:5][C:6]([CH3:7])([CH3:8])[CH3:9])[CH:10]1[CH2:11][CH2:12][N:13]([c:16]2[cH:17][cH:18][c:19]3[n:20]([n:21]2)[c:22]([C:25]([F:26])([F:27])[F:28])[n:23][n:24]3)[CH2:14][CH2:15]1.[Cl:36][CH2:37][Cl:38].[F:29][C:30]([F:31])([F:32])[C:33]([OH:34])=[O:35]>>[CH3:1][NH:2][CH:10]1[CH2:11][CH2:12][N:13]([c:16]2[cH:17][cH:18][c:19]3[n:20]([n:21]2)[c:22]([C:25]([F:26])([F:27])[F:28])[n:23][n:24]3)[CH2:14][CH2:15]1.